From a dataset of the Open Reaction Database (ORD), a public repository of structured organic reaction records. describe an organic reaction: reactants, conditions, products, and yield As a reaction SMILES: S(C1C=CC(C)=CC=1)(O)(=O)=O.[NH2:12][CH:13]1[C:30](=[O:31])[N:15]2[C:16]([C:23]([O:25][C:26]([CH3:29])([CH3:28])[CH3:27])=[O:24])=[C:17]([CH2:20][O:21][CH3:22])[CH2:18][S:19][C@H:14]12.C(=O)(O)[O-].[Na+].[CH:37]([NH:39][C:40]1[S:41][CH:42]=[C:43]([C:45](=[N:49][O:50][CH3:51])[C:46](O)=[O:47])[N:44]=1)=[O:38].P(Cl)(Cl)(Cl)=O.C(=O)([O-])[O-].[Na+].[Na+]>CC(C)=O.O1CCCC1.O.CN(C)C=O>[CH:37]([NH:39][C:40]1[S:41][CH:42]=[C:43]([C:45](=[N:49][O:50][CH3:51])[C:46]([NH:12][CH:13]2[C:30](=[O:31])[N:15]3[C:16]([C:23]([O:25][C:26]([CH3:27])([CH3:28])[CH3:29])=[O:24])=[C:17]([CH2:20][O:21][CH3:22])[CH2:18][S:19][C@H:14]23)=[O:47])[N:44]=1)=[O:38] |f:0.1,2.3,6.7.8|. Yield: 52.7%. Starting materials: C([O-])([O-])=O.[Na+].[Na+] (sodium carbonate), S(=O)(=O)(O)C1=CC=C(C)C=C1.NC1[C@@H]2N(C(=C(CS2)COC)C(=O)OC(C)(C)C)C1=O (tert-Butyl 7-amino-3-methoxymethyl-3-cephem-4-carboxylate tosylate), C([O-])(O)=O.[Na+] (sodium bicarbonate), C(=O)NC=1SC=C(N1)C(C(=O)O)=NOC (2-(2-formamidothiazol-4-yl)-2-methoxyiminoacetic acid), P(=O)(Cl)(Cl)Cl (phosphorus oxychloride). Procedure details: tert-Butyl 7-amino-3-methoxymethyl-3-cephem-4-carboxylate tosylate (2.0 g) was dissolved in a mixture of acetone (40 ml) and a saturated aqueous solution of sodium bicarbonate (15 ml), and thereto was added dropwise a solution of the activated acid, which was prepared from 2-(2-formamidothiazol-4-yl)-2-methoxyiminoacetic acid (syn isomer) (1.06 g), phosphorus oxychloride (0.85 g) and N,N-dimethylformamide (0.41 g) in tetrahydrofuran (10 ml), at 0° to 5° C. over a period of 10 minutes. During the... Solvent: O (water), CC(=O)C (acetone), O1CCCC1 (tetrahydrofuran), CN(C=O)C (N,N-dimethylformamide). Yields the product C(=O)NC=1SC=C(N1)C(C(=O)NC1[C@@H]2N(C(=C(CS2)COC)C(=O)OC(C)(C)C)C1=O)=NOC (tert-butyl 7-[2-(2-formamidothiazol-4-yl)-2-methoxyiminoacetamido]-3-methoxymethyl-3-cephem-4-carboxylate). Starting materials: C(C)(C)(C)OC(NC1=C(C=C(C(=C1)S)C(C)C)NC(=O)OC(C)(C)C)=O ((2-tert-butyoxycarbonylamino-4-isopropyl-5-mercapto-phenyl)-carbamic acid tert-butyl ester), S(=O)(=O)(C1=CC=C(C)C=C1)Br (tosyl bromide), N1=CC=CC=C1 (pyridine). Reported procedure: The title compound was prepared according to the General Method 15 using (2-tert-butyoxycarbonylamino-4-isopropyl-5-mercapto-phenyl)-carbamic acid tert-butyl ester (prepared in Example TT-1; 22.1 mmol), tosyl bromide (5.2 g, 22 mmol), pyridine (5 mL), and EtOAc (50 mL). The crude product was purified by flash chromatography (5%-60% EtOAc in hexanes as eluents). 1H-NMR (CDCl3): δ0.97 (s, 6 H), 1.53 (s, 18 H), 2.4 (s, 3 H), 3.2 (m, 1 H), 7.11 (br s, 1 H), 7.22 (d, 2 H), 7.28 (s, 1 H), 7.36 (s, 1 H... Product: C(C)(C)(C)OC(=O)NC1=CC(=C(C=C1NC(=O)OC(C)(C)C)SS(=O)(=O)C1=CC=C(C=C1)C)C(C)C (Toluene-4-thiosulfonic acid S-(4,5-bis-tert-butoxycarbonylamino-2-isopropyl-phenyl) ester). The solvent is CCOC(=O)C (EtOAc). As a reaction SMILES: [C:1]([O:5][C:6](=[O:26])[NH:7][C:8]1[CH:13]=[C:12]([SH:14])[C:11]([CH:15]([CH3:17])[CH3:16])=[CH:10][C:9]=1[NH:18][C:19]([O:21][C:22]([CH3:25])([CH3:24])[CH3:23])=[O:20])([CH3:4])([CH3:3])[CH3:2].[S:27](Br)([C:30]1[CH:36]=[CH:35][C:33]([CH3:34])=[CH:32][CH:31]=1)(=[O:29])=[O:28].N1C=CC=CC=1>CCOC(C)=O>[C:22]([O:21][C:19]([NH:18][C:9]1[C:8]([NH:7][C:6]([O:5][C:1]([CH3:2])([CH3:3])[CH3:4])=[O:26])=[CH:13][C:12]([S:14][S:27]([C:30]2[CH:36]=[CH:35][C:33]([CH3:34])=[CH:32][CH:31]=2)(=[O:29])=[O:28])=[C:11]([CH:15]([CH3:16])[CH3:17])[CH:10]=1)=[O:20])([CH3:24])([CH3:23])[CH3:25]. The reactants are ice, FC=1C=C(N)C=C(C1F)F (3,4,5-trifluoroaniline), F[B-](F)(F)F.[H+] (tetrafluoroboric acid), N(=O)[O-].[Na+] (sodium nitrite). Solvent: O (water). Run at time 15 minute. Product: F[B-](F)(F)F.FC=1C=C(C=C(C1F)F)[N+]#N (3,4,5-Trifluorophenyldiazonium tetrafluoroborate). Reaction SMILES: [F:1][C:2]1[CH:3]=[C:4]([CH:6]=[C:7]([F:10])[C:8]=1[F:9])[NH2:5].[N:11]([O-])=O.[Na+].[F:15][B-:16]([F:19])([F:18])[F:17].[H+]>O>[F:15][B-:16]([F:19])([F:18])[F:17].[F:1][C:2]1[CH:3]=[C:4]([N+:5]#[N:11])[CH:6]=[C:7]([F:10])[C:8]=1[F:9] |f:1.2,3.4,6.7|. Reported procedure: To an ice-cooled solution of 3,4,5-trifluoroaniline (2.00 g; 13.6 mmol) in 50% tetrafluoroboric acid (5.0 ml) was added dropwise, with stirring, a solution of sodium nitrite (1.04 g; 15.1 mmol) in water (1.5 ml). After a further 15 minutes at 0° C., the precipitated solid was filtered off and washed with cold diethyl ether. After drying under reduced pressure, 2.91 g (11.8 mmol; 87% of theory) of the title compound were obtained in the form of a colorless powder. Reactants: [H-].[Na+] (sodium hydride), ClCCC(=O)NC1=C(C=NN1C1=C(C=C(C=C1Cl)C(F)(F)F)Cl)C#N (5-(3-chloropropionamido)-4-cyano-1-(2,6-dichloro-4-trifluoromethylphenyl)pyrazole), [Cl-].[NH4+] (ammonium chloride). The solvent is CN(C=O)C (dimethylformamide), ClCCl (dichloromethane), CN(C=O)C (dimethylformamide), ClCCl (dichloromethane). Conditions: time 24 hour. Product: C(#N)C=1C=NN(C1N1C(CC1)=O)C1=C(C=C(C=C1Cl)C(F)(F)F)Cl (4-cyano-1-(2,6-dichloro-4-trifluoromethylphenyl)-5-(2-oxo-azetidin-1-yl)pyrazole). The yield is 37.3%. As a reaction SMILES: Cl[CH2:2][CH2:3][C:4]([NH:6][C:7]1[N:11]([C:12]2[C:17]([Cl:18])=[CH:16][C:15]([C:19]([F:22])([F:21])[F:20])=[CH:14][C:13]=2[Cl:23])[N:10]=[CH:9][C:8]=1[C:24]#[N:25])=[O:5].[H-].[Na+].[Cl-].[NH4+]>CN(C)C=O.ClCCl>[C:24]([C:8]1[CH:9]=[N:10][N:11]([C:12]2[C:17]([Cl:18])=[CH:16][C:15]([C:19]([F:21])([F:22])[F:20])=[CH:14][C:13]=2[Cl:23])[C:7]=1[N:6]1[CH2:2][CH2:3][C:4]1=[O:5])#[N:25] |f:1.2,3.4|. Reported procedure: A solution of 5-(3-chloropropionamido)-4-cyano-1-(2,6-dichloro-4-trifluoromethylphenyl)pyrazole (4.12 g) in a mixture of dimethylformamide (20 ml) and dichloromethane (80 ml) was added dropwise over 6 hours to a rapidly stirred suspension of powdered sodium hydride (0.30 g) in a mixture of dimethylformamide (20 ml) and dichloromethane (80 ml) at laboratory temperature. The reaction mixture was then stirred for 24 hours. After standing at laboratory temperature for 48 hours, saturated aqueous amm... Reactants: O=C([O-])[O-], C1COCCO1, COc1ccc(B(O)O)cc1C, O=c1[nH]cnc2ccc(Cl)nc12, [K+], [K+], O, c1ccc(P(c2ccccc2)(c2ccccc2)[Pd](P(c2ccccc2)(c2ccccc2)c2ccccc2)(P(c2ccccc2)(c2ccccc2)c2ccccc2)P(c2ccccc2)(c2ccccc2)c2ccccc2)cc1. The product is COc1ccc(-c2ccc3nc[nH]c(=O)c3n2)cc1C. Reaction SMILES: [C:25](=[O:26])([O-:27])[O-:28].[CH2:31]1[O:32][CH2:33][CH2:34][O:35][CH2:36]1.[CH3:13][O:14][c:15]1[c:16]([CH3:24])[cH:17][c:18]([B:21]([OH:22])[OH:23])[cH:19][cH:20]1.[Cl:1][c:2]1[cH:3][cH:4][c:5]2[n:6][cH:7][nH:8][c:9](=[O:12])[c:10]2[n:11]1.[K+:29].[K+:30].[OH2:37].[cH:38]1[cH:39][cH:40][c:41]([P:42]([Pd:43]([P:44]([c:45]2[cH:46][cH:47][cH:48][cH:49][cH:50]2)([c:51]2[cH:52][cH:53][cH:54][cH:55][cH:56]2)[c:57]2[cH:58][cH:59][cH:60][cH:61][cH:62]2)([P:63]([c:64]2[cH:65][cH:66][cH:67][cH:68][cH:69]2)([c:70]2[cH:71][cH:72][cH:73][cH:74][cH:75]2)[c:76]2[cH:77][cH:78][cH:79][cH:80][cH:81]2)[P:82]([c:83]2[cH:84][cH:85][cH:86][cH:87][cH:88]2)([c:89]2[cH:90][cH:91][cH:92][cH:93][cH:94]2)[c:95]2[cH:96][cH:97][cH:98][cH:99][cH:100]2)([c:101]2[cH:102][cH:103][cH:104][cH:105][cH:106]2)[c:107]2[cH:108][cH:109][cH:110][cH:111][cH:112]2)[cH:113][cH:114]1>>[c:2]1(-[c:18]2[cH:17][c:16]([CH3:24])[c:15]([O:14][CH3:13])[cH:20][cH:19]2)[cH:3][cH:4][c:5]2[n:6][cH:7][nH:8][c:9](=[O:12])[c:10]2[n:11]1. The reactants are BrBr (Bromine), BrC1=C(C=CC=C1Br)C (2,3-dibromotoluene), S(O)(O)(=O)=O (sulfuric acid). Reaction conditions: temperature 100 celsius, time 1 hour. Product: BrC1=C(C=O)C=CC=C1Br (2,3-dibromobenzaldehyde). As a reaction SMILES: BrBr.[Br:3][C:4]1[C:9]([Br:10])=[CH:8][CH:7]=[CH:6][C:5]=1[CH3:11].S(=O)(=O)(O)[OH:13]>>[Br:3][C:4]1[C:9]([Br:10])=[CH:8][CH:7]=[CH:6][C:5]=1[CH:11]=[O:13]. Procedure: Bromine (168 g., 1.05 mole) is added over about one hour, with vigorous stirring, to 117.5 g. (0.47 mole) of 2,3-dibromotoluene at 190° C. After the addition is complete, the mixture is cooled to 100° C., then 120 cc. of concentrated sulfuric acid is added and the mixture is stirred for one hour at 100° C. Temperature is raised to 140° C. for five minutes, then the mixture is cooled and the reaction is quenched in ice water. The solid is extracted into ether, and the ether extract is washed with...